This data is from the Open Reaction Database (ORD), a public repository of structured organic reaction records. The task is: describe an organic reaction: reactants, conditions, products, and yield The reactants are BrC=1C=C2C(=NC1)N(C=N2)C=2C=C(C=C(C2)C2=CC=C(C=C2)F)NC(C)=O (N-(5-(6-bromo-3H-imidazo[4,5-b]pyridin-3-yl)-4′-fluoro-[1,1′-biphenyl]-3-yl)acetamide), N#N (N2), [Br-].S1C(=NC=C1)[Zn+] (Thiazol-2-yl zinc(II) bromide). The reagents and catalysts are C1=CC=C(C=C1)P([C-]2C=CC=C2)C3=CC=CC=C3.C1=CC=C(C=C1)P([C-]2C=CC=C2)C3=CC=CC=C3.Cl[Pd]Cl.[Fe+2] (Pd(dppf)Cl2). Solvent: C1CCOC1 (THF). The product is FC1=CC=C(C=C1)C1=CC(=CC(=C1)N1C=NC=2C1=NC=C(C2)C=2SC=CN2)NC(C)=O (N-(4′-fluoro-5-(6-(thiazol-2-yl)-3H-imidazo[4,5-b]pyridin-3-yl)-[1,1′-biphenyl]-3-yl)acetamide). Isolated yield 40.0%. As a reaction SMILES: Br[C:2]1[CH:3]=[C:4]2[N:10]=[CH:9][N:8]([C:11]3[CH:12]=[C:13]([NH:24][C:25](=[O:27])[CH3:26])[CH:14]=[C:15]([C:17]4[CH:22]=[CH:21][C:20]([F:23])=[CH:19][CH:18]=4)[CH:16]=3)[C:5]2=[N:6][CH:7]=1.N#N.[Br-].[S:31]1[CH:35]=[CH:34][N:33]=[C:32]1[Zn+]>C1COCC1.C1C=CC(P(C2C=CC=CC=2)[C-]2C=CC=C2)=CC=1.C1C=CC(P(C2C=CC=CC=2)[C-]2C=CC=C2)=CC=1.Cl[Pd]Cl.[Fe+2]>[F:23][C:20]1[CH:21]=[CH:22][C:17]([C:15]2[CH:16]=[C:11]([N:8]3[C:5]4=[N:6][CH:7]=[C:2]([C:32]5[S:31][CH:35]=[CH:34][N:33]=5)[CH:3]=[C:4]4[N:10]=[CH:9]3)[CH:12]=[C:13]([NH:24][C:25](=[O:27])[CH3:26])[CH:14]=2)=[CH:18][CH:19]=1 |f:2.3,5.6.7.8|. Procedure: A solution of N-(5-(6-bromo-3H-imidazo[4,5-b]pyridin-3-yl)-4′-fluoro-[1,1′-biphenyl]-3-yl)acetamide (300 mg, 0.705 mmol) in THF (8 ml) was degassed by N2 bubbling for 5 min. Thiazol-2-yl zinc(II) bromide (485 mg, 2.11 mmol, 3.0 eq.) was added and the mixture was degassed for another 5 min. Pd(dppf)Cl2 (57 mg, 0.070 mmol, 0.1 eq.) aqueous sodium carbonate were added and the procedure of Example 1(d) was followed. The crude residue of the product was purified by preparative HPLC to yield the title... Starting materials: CON(C(=O)C1=NC(=NC(=C1)C)NC(C)C)C (2-isopropylamino-6-methyl-pyrimidine-4-carboxylic acid methoxy-methyl-amide), solution, C1CCOC1 (THF). Run in C[Mg]Br (methyl magnesium bromide), CCOCC (ether). Reaction conditions: temperature 5 celsius, time 1.5 hour. The product is C(C)(C)NC1=NC(=CC(=N1)C(C)=O)C (1-(2-isopropylamino-6-methyl-pyrimidin-4-yl)-ethanone). As a reaction SMILES: CON(C)[C:4]([C:6]1[CH:11]=[C:10]([CH3:12])[N:9]=[C:8]([NH:13][CH:14]([CH3:16])[CH3:15])[N:7]=1)=[O:5].[CH2:18]1COCC1>C[Mg]Br.CCOCC>[CH:14]([NH:13][C:8]1[N:7]=[C:6]([C:4](=[O:5])[CH3:18])[CH:11]=[C:10]([CH3:12])[N:9]=1)([CH3:15])[CH3:16]. Reported procedure: To a solution of 2-isopropylamino-6-methyl-pyrimidine-4-carboxylic acid methoxy-methyl-amide (2.39 g, 10.0 mmol) in THF (50 mL), methyl magnesium bromide (7.0 mL of a 3 M solution in ether, 20.1 mmol) is added dropwise at 5° C. The mixture is stirred at 5° C. for 1.5 h. The reaction is quenched by adding NH4Cl. The mixture is diluted with EtOAc (75 mL), washed with sat. aq. NaHCO3, dried over Na2SO4, filtered and concentrated to give 1-(2-isopropylamino-6-methyl-pyrimidin-4-yl)-ethanone (1.71 g)... Starting materials: COC(=O)C(C)Br, O=C([O-])[O-], CC(C)=O, CN(c1ccc(O)cc1)c1ccc2cc(Cl)ccc2n1, [K+], [K+]. Yields the product COC(=O)C(C)Oc1ccc(N(C)c2ccc3cc(Cl)ccc3n2)cc1. Reaction SMILES: [Br:21][CH:22]([C:23](=[O:24])[O:25][CH3:26])[CH3:27].[C:28](=[O:29])([O-:30])[O-:31].[CH3:34][C:35](=[O:36])[CH3:37].[Cl:1][c:2]1[cH:3][c:4]2[cH:5][cH:6][c:7]([N:12]([CH3:13])[c:14]3[cH:15][cH:16][c:17]([OH:20])[cH:18][cH:19]3)[n:8][c:9]2[cH:10][cH:11]1.[K+:32].[K+:33]>>[Cl:1][c:2]1[cH:3][c:4]2[cH:5][cH:6][c:7]([N:12]([CH3:13])[c:14]3[cH:15][cH:16][c:17]([O:20][CH:22]([C:23](=[O:24])[O:25][CH3:26])[CH3:27])[cH:18][cH:19]3)[n:8][c:9]2[cH:10][cH:11]1. Reactants: CCCCC=Cc1cc2c(cc1C(=O)O)C(C)(C)CCC2(C)C, C(=NC1CCCCC1)=NC1CCCCC1, ClCCl, C[Si](C)(C)CC=CCOC(=O)c1ccc(O)nc1. The product is CCCCC=Cc1cc2c(cc1C(=O)Oc1ccc(C(=O)OCC=CC[Si](C)(C)C)cn1)C(C)(C)CCC2(C)C. As a reaction SMILES: [CH:1](=[CH:2][CH2:3][CH2:4][CH2:5][CH3:6])[c:7]1[c:8]([C:21](=[O:22])[OH:23])[cH:9][c:10]2[c:15]([cH:16]1)[C:14]([CH3:17])([CH3:18])[CH2:13][CH2:12][C:11]2([CH3:19])[CH3:20].[CH:42]1([N:43]=[C:44]=[N:45][CH:46]2[CH2:47][CH2:48][CH2:49][CH2:50][CH2:51]2)[CH2:52][CH2:53][CH2:54][CH2:55][CH2:56]1.[Cl:57][CH2:58][Cl:59].[OH:24][c:25]1[n:26][cH:27][c:28]([C:29](=[O:30])[O:31][CH2:32][CH:33]=[CH:34][CH2:35][Si:36]([CH3:37])([CH3:38])[CH3:39])[cH:40][cH:41]1>>[CH:1](=[CH:2][CH2:3][CH2:4][CH2:5][CH3:6])[c:7]1[c:8]([C:21](=[O:22])[O:23][c:25]2[n:26][cH:27][c:28]([C:29](=[O:30])[O:31][CH2:32][CH:33]=[CH:34][CH2:35][Si:36]([CH3:37])([CH3:38])[CH3:39])[cH:40][cH:41]2)[cH:9][c:10]2[c:15]([cH:16]1)[C:14]([CH3:17])([CH3:18])[CH2:13][CH2:12][C:11]2([CH3:19])[CH3:20].